This data is from the Open Reaction Database (ORD), a public repository of structured organic reaction records. The task is: describe an organic reaction: reactants, conditions, products, and yield Reactants: NCCCN(S(=O)(=O)C)CC1=CC(=CC=C1)C1=NC(=NC=C1)NCCC1=CC=C(C=C1)O (N-(3-Amino-propyl)-N-(3-{2-[2-(4-hydroxy-phenyl)-ethylamino]-pyrimidin-4-yl}-benzyl)-methanesulfonamide), COC1=C(C(=O)O)C=CC=C1 (2-methoxybenzoic acid), 590. Product: OC1=CC=C(C=C1)CCNC1=NC=CC(=N1)C=1C=C(CN(CCCNC(C2=C(C=CC=C2)OC)=O)S(=O)(=O)C)C=CC1 (N-{3-[(3-{2-[2-(4-Hydroxy-phenyl)-ethylamino]-pyrimidin-4-yl}-benzyl)-methanesulfonyl-amino]-propyl}-2-methoxy-benzamide). As a reaction SMILES: [NH2:1][CH2:2][CH2:3][CH2:4][N:5]([CH2:10][C:11]1[CH:16]=[CH:15][CH:14]=[C:13]([C:17]2[CH:22]=[CH:21][N:20]=[C:19]([NH:23][CH2:24][CH2:25][C:26]3[CH:31]=[CH:30][C:29]([OH:32])=[CH:28][CH:27]=3)[N:18]=2)[CH:12]=1)[S:6]([CH3:9])(=[O:8])=[O:7].[CH3:33][O:34][C:35]1[CH:43]=[CH:42][CH:41]=[CH:40][C:36]=1[C:37](O)=[O:38]>>[OH:32][C:29]1[CH:28]=[CH:27][C:26]([CH2:25][CH2:24][NH:23][C:19]2[N:18]=[C:17]([C:13]3[CH:12]=[C:11]([CH:16]=[CH:15][CH:14]=3)[CH2:10][N:5]([S:6]([CH3:9])(=[O:8])=[O:7])[CH2:4][CH2:3][CH2:2][NH:1][C:37](=[O:38])[C:36]3[CH:40]=[CH:41][CH:42]=[CH:43][C:35]=3[O:34][CH3:33])[CH:22]=[CH:21][N:20]=2)=[CH:31][CH:30]=1. Procedure details: Compound 2 was coupled with 2-methoxybenzoic acid following procedure K. LC-MS showed the product had the expected M+H+ of 590. 1H NMR (Varian 300 MHz, CDCl3, shifts relative to the solvent peak at 7.24 ppm) δ 8.2 (d, 1H) 8.0 (s, 1H) 7.9 (s, 1H) 7.7 (t, 1H) 7.5 (m, 5H), 7.1 (d, 1H), 6.9 (d, 2H), 6.8 (d, 2H), 4.5 (s, 2H), 3.8 (s, 3H), δ 3.7 (t, 2H), 3.5 (t, 2H), 3.3 (t, 2H), 2.9 (t, 2H), δ 2.8 (s, 3H), δ 1.8 (m, 2H). Reactants: N1C2=C(C=C1)C=CC=CC=C2CC(=O)O (1H-cycloocta[b]pyrrole-9-acetic acid), 1H-cyloocta[b]pyrrole-9-acetic acid,decahydro-2-oxo, N1C2=C(C=C1)C=CC=CC=C2CC(=O)O (1H-cycloocta[b]pyrrole-9-acetic acid), C(C)(=O)OC(C)=O (acetic anhydride). Yields the product C1C(N2C(CC3=C2C1=CC=CC=C3)=O)=O (cycloocta[gh]pyrrolizine-2,4-(1H, 5H)-dione), 10a. RXN SMILES: [NH:1]1[CH:5]=[CH:4][C:3]2[CH:6]=[CH:7][CH:8]=[CH:9][CH:10]=[C:11]([CH2:12][C:13]([OH:15])=O)[C:2]1=2.C(OC(=O)C)(=[O:18])C>>[CH2:4]1[C:3]2=[CH:6][CH:7]=[CH:8][CH:9]=[CH:10][C:11]3=[C:2]2[N:1]([C:13](=[O:15])[CH2:12]3)[C:5]1=[O:18]. Procedure details: A solution of ±1H-cycloocta[b]pyrrole-9-acetic acid, decahydro-2-oxo-, (3aα, 9β, 9aα)-; ±1H-cyloocta[b]pyrrole-9-acetic acid,decahydro-2-oxo, (3aα, 9α, 9aα)-; ±1H-cycloocta[b]pyrrole-9-acetic acid, decahydro-2-oxo-, (3aα, 9β, 9aβ) (2.8 g, 0.012 mol) in acetic anhydride is heated at reflux for 30 minutes and allowed to cool to room temperature overnight. The solution is concentrated at reduced pressure and the resulting solid is triturated with anhydrous diethyl ether. Sublimation (120° C., 0.1 m... Reactants: O=C1CCC(=O)N1Br, ClCCl, COC(=O)c1ccc(N)nc1, O=C(O)C(CC1CCCC1)c1ccc(Cl)c(Cl)c1, O, c1ccc(P(c2ccccc2)c2ccccc2)cc1, c1ccncc1. Product: COC(=O)c1ccc(NC(=O)C(CC2CCCC2)c2ccc(Cl)c(Cl)c2)nc1. RXN SMILES: [Br:20][N:21]1[C:22](=[O:23])[CH2:24][CH2:25][C:26]1=[O:27].[CH2:63]([Cl:64])[Cl:65].[CH3:46][O:47][C:48]([c:49]1[cH:50][n:51][c:52]([NH2:55])[cH:53][cH:54]1)=[O:56].[CH:28]1([CH2:33][CH:34]([C:35](=[O:36])[OH:37])[c:38]2[cH:39][c:40]([Cl:45])[c:41]([Cl:44])[cH:42][cH:43]2)[CH2:29][CH2:30][CH2:31][CH2:32]1.[OH2:66].[c:1]1([P:2]([c:3]2[cH:4][cH:5][cH:6][cH:7][cH:8]2)[c:9]2[cH:10][cH:11][cH:12][cH:13][cH:14]2)[cH:15][cH:16][cH:17][cH:18][cH:19]1.[cH:57]1[cH:58][cH:59][n:60][cH:61][cH:62]1>>[CH:28]1([CH2:33][CH:34]([C:35](=[O:37])[NH:55][c:52]2[n:51][cH:50][c:49]([C:48]([O:47][CH3:46])=[O:56])[cH:54][cH:53]2)[c:38]2[cH:39][c:40]([Cl:45])[c:41]([Cl:44])[cH:42][cH:43]2)[CH2:29][CH2:30][CH2:31][CH2:32]1. Reactants: CCCCP(CCCC)CCCC, CCOC(=O)C(F)Cc1ccc(O)cc1, O=C(N=NC(=O)N1CCCCC1)N1CCCCC1, C1CCOC1, OCc1ccc(CN(CCc2ccccc2)c2nc(-c3ccccc3)cs2)cc1. Product: CCOC(=O)C(F)Cc1ccc(OCc2ccc(CN(CCc3ccccc3)c3nc(-c4ccccc4)cs3)cc2)cc1. RXN SMILES: [CH2:45]([P:46]([CH2:47][CH2:48][CH2:49][CH3:50])[CH2:51][CH2:52][CH2:53][CH3:54])[CH2:55][CH2:56][CH3:57].[F:30][CH:31]([C:32](=[O:33])[O:34][CH2:35][CH3:36])[CH2:37][c:38]1[cH:39][cH:40][c:41]([OH:44])[cH:42][cH:43]1.[N:58]([C:59]([N:60]1[CH2:61][CH2:62][CH2:63][CH2:64][CH2:65]1)=[O:66])=[N:67][C:68]([N:69]1[CH2:70][CH2:71][CH2:72][CH2:73][CH2:74]1)=[O:75].[O:76]1[CH2:77][CH2:78][CH2:79][CH2:80]1.[c:1]1([CH2:7][CH2:8][N:9]([c:10]2[s:11][cH:12][c:13](-[c:15]3[cH:16][cH:17][cH:18][cH:19][cH:20]3)[n:14]2)[CH2:21][c:22]2[cH:23][cH:24][c:25]([CH2:28][OH:29])[cH:26][cH:27]2)[cH:2][cH:3][cH:4][cH:5][cH:6]1>>[c:1]1([CH2:7][CH2:8][N:9]([c:10]2[s:11][cH:12][c:13](-[c:15]3[cH:16][cH:17][cH:18][cH:19][cH:20]3)[n:14]2)[CH2:21][c:22]2[cH:23][cH:24][c:25]([CH2:28][O:29][c:41]3[cH:40][cH:39][c:38]([CH2:37][CH:31]([F:30])[C:32](=[O:33])[O:34][CH2:35][CH3:36])[cH:43][cH:42]3)[cH:26][cH:27]2)[cH:2][cH:3][cH:4][cH:5][cH:6]1. The reactants are OC1=C(C2=C(C(CO2)=O)C=C1)CN1CCN(CC1)C(=O)OC(C)(C)C (tert-butyl 4-[(6-hydroxy-3-oxo-2,3-dihydrobenzofuran-7-yl)methyl]piperazine-1-carboxylate), N1C=C(C2=CC=CN=C12)C=O (7-aza-1H-indole-3-carboxaldehyde), N1CCCCC1 (piperidine). Run in CO (methanol). Reaction conditions: temperature 60 celsius, time 2 hour. The product is N1C=C(C=2C1=NC=CC2)\C=C\2/OC1=C(C2=O)C=CC(=C1CN1CCN(CC1)C(=O)OC(C)(C)C)O (tert-butyl (Z)-4-({2-[(1H-pyrrolo[2,3-b]pyridin-3-yl)methylene]-6-hydroxy-3-oxo-2,3-dihydrobenzofuran-7-yl}methyl)piperazine-1-carboxylate). The yield is 58.3%. As a reaction SMILES: [OH:1][C:2]1[CH:11]=[CH:10][C:5]2[C:6](=[O:9])[CH2:7][O:8][C:4]=2[C:3]=1[CH2:12][N:13]1[CH2:18][CH2:17][N:16]([C:19]([O:21][C:22]([CH3:25])([CH3:24])[CH3:23])=[O:20])[CH2:15][CH2:14]1.[NH:26]1[C:34]2[C:29](=[CH:30][CH:31]=[CH:32][N:33]=2)[C:28]([CH:35]=O)=[CH:27]1.N1CCCCC1>CO>[NH:26]1[C:34]2=[N:33][CH:32]=[CH:31][CH:30]=[C:29]2[C:28](/[CH:35]=[C:7]2\[O:8][C:4]3[C:3]([CH2:12][N:13]4[CH2:14][CH2:15][N:16]([C:19]([O:21][C:22]([CH3:25])([CH3:24])[CH3:23])=[O:20])[CH2:17][CH2:18]4)=[C:2]([OH:1])[CH:11]=[CH:10][C:5]=3[C:6]\2=[O:9])=[CH:27]1. Procedure: A solution of tert-butyl 4-[(6-hydroxy-3-oxo-2,3-dihydrobenzofuran-7-yl)methyl]piperazine-1-carboxylate (0.100 g, 0.287 mmol) obtained in Example A16, Step 1 in methanol (1 mL) was added with 7-aza-1H-indole-3-carboxaldehyde (0.0502 g, 0.344 mmol) and piperidine (0.00244 g, 0.0287 mmol), and the mixture was stirred at 60° C. for 2 hours. The reaction mixture was cooled to room temperature, and then the precipitated solid was collected by filtration to obtain tert-butyl (Z)-4-({2-[(1H-pyrrolo[2,3... Starting materials: BrC=1C=CC=2C=CC3=CC(=CC=C3C2C1)CBr (3-bromo-7-(bromomethyl)-phenanthrene), C(C)(=O)[O-].[K+] (potassium acetate). The solvent is CN(C)C=O (DMF), C(C)OCC (ethyl ether). Run at temperature 80 celsius. Product: BrC=1C=CC=2C=CC3=CC(=CC=C3C2C1)COC(C)=O (3-Bromo-7-(acetoxymethyl)-phenanthrene). Yield: 96.5%. As a reaction SMILES: [Br:1][C:2]1[CH:3]=[CH:4][C:5]2[CH:6]=[CH:7][C:8]3[C:13]([C:14]=2[CH:15]=1)=[CH:12][CH:11]=[C:10]([CH2:16]Br)[CH:9]=3.[C:18]([O-:21])(=[O:20])[CH3:19].[K+]>CN(C=O)C.C(OCC)C>[Br:1][C:2]1[CH:3]=[CH:4][C:5]2[CH:6]=[CH:7][C:8]3[C:13]([C:14]=2[CH:15]=1)=[CH:12][CH:11]=[C:10]([CH2:16][O:21][C:18](=[O:20])[CH3:19])[CH:9]=3 |f:1.2|. Reported procedure: A mixture of 3-bromo-7-(bromomethyl)-phenanthrene (2.249 g, 6.425 mmol) and potassium acetate (1.26 g, 12.8 mmol) in 60 ml of DMF was heated at 80° C. for 7 hours. After cooling to RT, the reaction mixture was diluted with ethyl ether, washed with water and brine, dried (MgSO4) and evaporated to give 2.042 g (97%) of the title compound as a white solid which was used in the following reaction without purification. Reactants: C=CC(Cc1ccccc1)NC(=O)OC(C)(C)C, Cc1ccccc1, Cl, C1COCCO1. Product: Cl, C=CC(N)Cc1ccccc1. Reaction SMILES: [C:1]([O:2][C:3](=[O:4])[NH:8][CH:9]([CH2:10][c:11]1[cH:12][cH:13][cH:14][cH:15][cH:16]1)[CH:17]=[CH2:18])([CH3:5])([CH3:6])[CH3:7].[CH3:20][c:21]1[cH:22][cH:23][cH:24][cH:25][cH:26]1.[ClH:19].[O:27]1[CH2:28][CH2:29][O:30][CH2:31][CH2:32]1>>[ClH:19].[NH2:8][CH:9]([CH2:10][c:11]1[cH:12][cH:13][cH:14][cH:15][cH:16]1)[CH:17]=[CH2:18]. Reaction SMILES: [CH3:19][c:20]1[cH:21][cH:22][cH:23][c:24]([CH:26]([C:27]#[N:28])[CH:29]=[CH2:30])[n:25]1.[Cl:5][CH:6]([c:7]1[cH:8][cH:9][cH:10][c:11]([CH3:12])[n:13]1)[CH:14]=[CH2:15].[Na:16][C:17]#[N:18].[S:1]([Cl:2])([Cl:3])=[O:4].[SH2:31]>>[CH3:19][c:20]1[cH:21][cH:22][cH:23][c:24]([CH:26]([C:27]([NH2:28])=[S:31])[CH:29]=[CH2:30])[n:25]1. The reactants are C=CC(C#N)c1cccc(C)n1, C=CC(Cl)c1cccc(C)n1, N#C[Na], O=S(Cl)Cl, S. Yields the product C=CC(C(N)=S)c1cccc(C)n1.